From a dataset of the Open Reaction Database (ORD), a public repository of structured organic reaction records. describe an organic reaction: reactants, conditions, products, and yield Reactants: FC1=CC(=CC2=C1C(CO2)CC(=O)OC)O (methyl 2-(4-fluoro-6-hydroxy-2,3-dihydrobenzofuran-3-yl)acetate), [OH-].[Na+] (sodium hydroxide), Cl (hydrochloric acid). Run in CO (methanol). Yields the product FC1=CC(=CC2=C1C(CO2)CC(=O)O)O (2-(4-Fluoro-6-hydroxy-2,3-dihydrobenzofuran-3-yl)acetic acid). Yield: 94.0%. RXN SMILES: [F:1][C:2]1[C:7]2[CH:8]([CH2:11][C:12]([O:14]C)=[O:13])[CH2:9][O:10][C:6]=2[CH:5]=[C:4]([OH:16])[CH:3]=1.[OH-].[Na+].Cl>CO>[F:1][C:2]1[C:7]2[CH:8]([CH2:11][C:12]([OH:14])=[O:13])[CH2:9][O:10][C:6]=2[CH:5]=[C:4]([OH:16])[CH:3]=1 |f:1.2|. Procedure: A mixture of methyl 2-(4-fluoro-6-hydroxy-2,3-dihydrobenzofuran-3-yl)acetate (254 mg), a 1 M aqueous sodium hydroxide solution (4.5 mL), and methanol (3 mL) was stirred at room temperature for 3 hours. To the reaction mixture, 1 M hydrochloric acid (4.5 mL) was added, followed by extraction with ethyl acetate. The extract was washed with brine and then dried over anhydrous magnesium sulfate, and the solvent was distilled off under reduced pressure to obtain the title compound (224 mg). The reactants are C1(=CC=CC=C1)COC(=O)NNC(=O)NNC(C1=CC(=C(C=C1)O)O)=O (3,4-dihydroxybenzoic acid, 2-[[2-[(phenylmethoxy)carbonyl]hydrazino]carbonyl]hydrazide), CO (methanol), Cl (hydrochloric acid), crude solid, CCOCC (ether). The reagents and catalysts are [Pd] (palladium on charcoal). Product: Cl.N(N)C(=O)NNC(C1=CC(=C(C=C1)O)O)=O (3,4-Dihydroxybenzoic acid, 2-(hydrazinocarbonyl)hydrazide, hydrochloride). Reaction SMILES: C1(COC([NH:11][NH:12][C:13]([NH:15][NH:16][C:17](=[O:26])[C:18]2[CH:23]=[CH:22][C:21]([OH:24])=[C:20]([OH:25])[CH:19]=2)=[O:14])=O)C=CC=CC=1.CO.[ClH:29].CCOCC>[Pd]>[ClH:29].[NH:12]([C:13]([NH:15][NH:16][C:17](=[O:26])[C:18]1[CH:23]=[CH:22][C:21]([OH:24])=[C:20]([OH:25])[CH:19]=1)=[O:14])[NH2:11] |f:5.6|. Procedure: A solution of 3.60 g (10.0 mmol) of 3,4-dihydroxybenzoic acid, 2-[[2-[(phenylmethoxy)carbonyl]hydrazino]carbonyl]hydrazide in 90 ml of dry methanol containing 1.67 ml (20.0 mmol) of concentrated hydrochloric acid was hydrogenated in the presence of 0.36 g of 10% palladium on charcoal for 15 minutes. After the removal of the catalyst by filtration and of the solvent by evaporation in vacuo, the crude solid (2.61 g) was stirred with a few ml of dry ether; yield: 2.41 g. The reactants are C(C)(C)(C)[Si](OC=1C=CC=C2C=CC(=NC12)NC=1C(=CC(=CC1)OC)N)(C)C (N1-[8-(tert-Butyl-dimethyl-silanyloxy)-quinolin-2-yl]-4-methoxy-benzene-1,2-diamine), C(C)(=O)O.C(=N)N (formamidine acetate). The solvent is COCCO (2-methoxyethanol). Reaction conditions: temperature 125 celsius. The product is COC1=CC2=C(N(C=N2)C2=NC3=C(C=CC=C3C=C2)O)C=C1 (2-(5-Methoxy-benzoimidazol-1-yl)-quinolin-8-ol). The yield is 99.0%. Reaction SMILES: C([Si](C)(C)[O:6][C:7]1[CH:8]=[CH:9][CH:10]=[C:11]2[C:16]=1[N:15]=[C:14]([NH:17][C:18]1[C:19]([NH2:26])=[CH:20][C:21]([O:24][CH3:25])=[CH:22][CH:23]=1)[CH:13]=[CH:12]2)(C)(C)C.[C:29](O)(=O)C.C(N)=N>COCCO>[CH3:25][O:24][C:21]1[CH:22]=[CH:23][C:18]2[N:17]([C:14]3[CH:13]=[CH:12][C:11]4[C:16](=[C:7]([OH:6])[CH:8]=[CH:9][CH:10]=4)[N:15]=3)[CH:29]=[N:26][C:19]=2[CH:20]=1 |f:1.2|. Reported procedure: N1-[8-(tert-Butyl-dimethyl-silanyloxy)-quinolin-2-yl]-4-methoxy-benzene-1,2-diamine 1C (18.3 g, 46.1 mMol) was dissolved in 40 mL of 2-methoxyethanol under an atmosphere of dry N2. To this solution was added formamidine acetate (5.28 g, 50.7 mMol) and the reaction mixture was heated to 125° C. and reacted at this temperature for 1.5 hours. The solvent was removed under vacuum and the resulting solid was triturated with ethyl ether (Et2O), dried under vacuum to give 13.3 g of a pink solid as the ... The reactants are Cl.ClC1=CC=C(C=C1)[C@H]1[C@@H](C1)N (Trans-2-(4-chlorophenyl)cyclopropanamine hydrochloride), N12CCCCCC2=NCCC1 (1,8-Diazabicyclo[5.4.0]undec-7-ene), C(C)(C)S(=O)(=O)Cl (isopropylsulfonyl chloride). The solvent is ClCCl (dichloromethane). Reaction conditions: temperature 0 celsius. The product is ClC1=CC=C(C=C1)C1C(C1)CC(C)S(=O)(=O)N ((-2-(4-chlorophenyl)cyclopropyl]-2-propanesulfonamide). Yield: 67.6%. RXN SMILES: Cl.[Cl:2][C:3]1[CH:8]=[CH:7][C:6]([C@@H:9]2[CH2:11][C@H:10]2N)=[CH:5][CH:4]=1.[N:13]12CCCN=C1CCCCC2.[CH:24]([S:27](Cl)(=[O:29])=[O:28])([CH3:26])[CH3:25]>ClCCl>[Cl:2][C:3]1[CH:8]=[CH:7][C:6]([CH:9]2[CH2:11][CH:10]2[CH2:25][CH:24]([S:27]([NH2:13])(=[O:29])=[O:28])[CH3:26])=[CH:5][CH:4]=1 |f:0.1|. Procedure: Trans-2-(4-chlorophenyl)cyclopropanamine hydrochloride (see Bioorganic and Medical Chemistry 12(9), 2021-2034, 2004) (628 mg, 3.08 mmol) was suspended in dry dichloromethane (15 ml) and cooled to 0° C. with stirring under argon. 1,8-Diazabicyclo[5.4.0]undec-7-ene (1.40 g, 9.225 mmol) was added, followed by the dropwise addition of isopropylsulfonyl chloride (877 mg, 6.15 mmol) with stirring under an atmosphere of argon. The reaction mixture was allowed to warm to room temperature and stirred for... Reactants: NC1=CC(=NN1C=1C=C(C=CC1)CC(=O)OCC)C1=CSC=C1 (ethyl 2-(3-(5-amino-3-(thiophen-3-yl)-1H-pyrazol-1-yl)phenyl)acetate), NC1=CC(=NN1C=1C=C(C=CC1)C(C(=O)OCC)C)C1=CSC=C1 (ethyl 2-(3-(5-amino-3-(thiophen-3-yl)-1H-pyrazol-1-yl)phenyl)propanoate), ClC1=C(C=CC=C1Cl)N=C=O (2,3-dichlorophenyl isocyanate). Product: ClC1=C(C=CC=C1Cl)NC(NC1=CC(=NN1C=1C=C(C=CC1)C(C(=O)O)C)C1=CSC=C1)=O (2-(3-(5-(3-(2,3-dichlorophenyl)ureido)-3-(thiophen-3-yl)-1H-pyrazol-1-yl)phenyl)propanoic acid). Reaction SMILES: NC1N(C2C=C(CC(OCC)=O)C=CC=2)N=C(C2C=CSC=2)C=1.[NH2:24][C:25]1[N:29]([C:30]2[CH:31]=[C:32]([CH:36]([CH3:42])[C:37]([O:39]CC)=[O:38])[CH:33]=[CH:34][CH:35]=2)[N:28]=[C:27]([C:43]2[CH:47]=[CH:46][S:45][CH:44]=2)[CH:26]=1.[Cl:48][C:49]1[C:54]([Cl:55])=[CH:53][CH:52]=[CH:51][C:50]=1[N:56]=[C:57]=[O:58]>>[Cl:48][C:49]1[C:54]([Cl:55])=[CH:53][CH:52]=[CH:51][C:50]=1[NH:56][C:57](=[O:58])[NH:24][C:25]1[N:29]([C:30]2[CH:31]=[C:32]([CH:36]([CH3:42])[C:37]([OH:39])=[O:38])[CH:33]=[CH:34][CH:35]=2)[N:28]=[C:27]([C:43]2[CH:47]=[CH:46][S:45][CH:44]=2)[CH:26]=1. Procedure: Using the same general approach as for Example 524, ethyl 2-(3-(5-amino-3-(thiophen-3-yl)-1H-pyrazol-1-yl)phenyl)acetate (0.2258 g, 0.450 mmol, 1.00 eq) was transformed to ethyl 2-(3-(5-amino-3-(thiophen-3-yl)-1H-pyrazol-1-yl)phenyl)propanoate. This, in turn, was combined with 2,3-dichlorophenyl isocyanate, according to general method A, to afford 2-(3-(5-(3-(2,3-dichlorophenyl)ureido)-3-(thiophen-3-yl)-1H-pyrazol-1-yl)phenyl)propanoic acid. Using general method J, this product was combined with... Reaction SMILES: [Cl:1][C:2]1[CH:3]=[CH:4][CH:5]=[C:6]2[C:10]=1[N:9]([CH:11]1CC[CH2:13][CH2:12]1)[N:8]=[C:7]2[C:16]1[CH:21]=[CH:20][C:19]([O:22]C)=[CH:18][C:17]=1[CH3:24].B(Br)(Br)Br.C1CCCCC=1>>[CH2:11]([N:9]1[C:10]2[C:6](=[CH:5][CH:4]=[CH:3][C:2]=2[Cl:1])[C:7]([C:16]2[CH:21]=[CH:20][C:19]([OH:22])=[CH:18][C:17]=2[CH3:24])=[N:8]1)[CH:12]=[CH2:13]. Reactants: ClC=1C=CC=C2C(=NN(C12)C1CCCC1)C1=C(C=C(C=C1)OC)C (7-chloro-1-cyclopentyl-3-(4-methoxy-2-methylphenyl)-1H-indazole), B(Br)(Br)Br (boron tribromide), C1=CCCCC1 (cyclohexene). The yield is 100.4%. Procedure: Prepared according to Method D step C from 7-chloro-1-cyclopentyl-3-(4-methoxy-2-methylphenyl)-1H-indazole (0.102 g, 0.33 mmol), boron tribromide (0.19 mL, 2.0 mmol) and 1.0 mL of cyclohexene to give the product (0.099 g) as a white solid. Yields the product C(C=C)N1N=C(C2=CC=CC(=C12)Cl)C1=C(C=C(C=C1)O)C (4-(1-allyl-7-chloro-1H-indazole-3-yl)-3-methylphenol). Reactants: step-ii, FC=1C=C(CN2N=C(C(=C2C)C2=CNC3=NC=C(C=C32)C3=CC=C(C=C3)N3CCN(CC3)C(=O)OC(C)(C)C)C)C=C(C1)F (tert-butyl 4-(4-(3-(1-(3,5-difluorobenzyl)-3,5-dimethyl-1H-pyrazol-4-yl)-1H-pyrrolo[2,3-b]pyridin-5-yl)phenyl)piperazine-1-carboxylate), Cl (HCl). Run in CO (methanol). Product: Cl.FC=1C=C(CN2N=C(C(=C2C)C2=CNC3=NC=C(C=C32)C3=CC=C(C=C3)N3CCNCC3)C)C=C(C1)F (3-(1-(3,5-difluorobenzyl)-3,5-dimethyl-1H-pyrazol-4-yl)-5-(4-(piperazin-1-yl)phenyl)-1H-pyrrolo[2,3-b]pyridine hydrochloride). The yield is 63.3%. Reaction SMILES: [F:1][C:2]1[CH:3]=[C:4]([CH:41]=[C:42]([F:44])[CH:43]=1)[CH2:5][N:6]1[C:10]([CH3:11])=[C:9]([C:12]2[C:20]3[C:15](=[N:16][CH:17]=[C:18]([C:21]4[CH:26]=[CH:25][C:24]([N:27]5[CH2:32][CH2:31][N:30](C(OC(C)(C)C)=O)[CH2:29][CH2:28]5)=[CH:23][CH:22]=4)[CH:19]=3)[NH:14][CH:13]=2)[C:8]([CH3:40])=[N:7]1.[ClH:45]>CO>[ClH:45].[F:44][C:42]1[CH:41]=[C:4]([CH:3]=[C:2]([F:1])[CH:43]=1)[CH2:5][N:6]1[C:10]([CH3:11])=[C:9]([C:12]2[C:20]3[C:15](=[N:16][CH:17]=[C:18]([C:21]4[CH:26]=[CH:25][C:24]([N:27]5[CH2:28][CH2:29][NH:30][CH2:31][CH2:32]5)=[CH:23][CH:22]=4)[CH:19]=3)[NH:14][CH:13]=2)[C:8]([CH3:40])=[N:7]1 |f:3.4|. Procedure: Using similar reaction conditions as described in step-ii of example-7, tert-butyl 4-(4-(3-(1-(3,5-difluorobenzyl)-3,5-dimethyl-1H-pyrazol-4-yl)-1H-pyrrolo[2,3-b]pyridin-5-yl)phenyl)piperazine-1-carboxylate (100 mg, 0.167 mmol) was deprotected in methanol (5 ml), HCl in 1,4-dioaxane (5 ml). This afforded 100 mg (63.3% yield) of the titled compound. 1H NMR (CDCl3, 300 MHz): δ 8.56 (s, 1H), 7.858-7.853 (d, 1H), 7.54-7.51 (d, 2H), 7.03-7.01 (d, 2H), 6.69-6.67 (m, 2H), 5.29 (s, 2H), 3.65-3.59 (t, 4H... Reactants: C(CCCCO)O (pentane-1,5-diol), O1CCCC=C1 (dihydro-2H-pyran), C(=O)(O)[O-].[Na+] (NaHCO3). The reagents and catalysts are C1(=CC=C(C=C1)S(=O)(=O)O)C (p-toluenesulfonic acid). Solvent: C(Cl)Cl (CH2Cl2), C(Cl)Cl (CH2Cl2). Run at temperature 0 celsius, time 1 hour. Product: O1C(CCCC1)OCCCCCO (5-(Tetrahydropyranyl)oxypentan-1-ol). Yield: 54.2%. RXN SMILES: [CH2:1]([OH:7])[CH2:2][CH2:3][CH2:4][CH2:5][OH:6].[O:8]1[CH:13]=[CH:12][CH2:11][CH2:10][CH2:9]1.C([O-])(O)=O.[Na+]>C(Cl)Cl.C1(C)C=CC(S(O)(=O)=O)=CC=1>[O:6]1[CH2:5][CH2:4][CH2:3][CH2:2][CH:1]1[O:7][CH2:13][CH2:12][CH2:11][CH2:10][CH2:9][OH:8] |f:2.3|. Procedure: To a mixture of pentane-1,5-diol(5.2 g, 0.05 mol) and p-toluenesulfonic acid (0.1 g, 0.53 mmol) in CH2Cl2 (120 mL) was added slowly dihydro-2H-pyran (4.6 g, 0.055 mol) in CH2Cl2 (30 mL) at 0° C. After stirring for 2 h at 0° C. and for another 1 h at room temperature, saturated NaHCO3 (50 mL) was added to the reaction mixture. The CH2Cl2 layer was washed with saturated NaHCO3 (50 mL), water (50 mL), and dried (MgSO4). The residue was purified by column chromatography on silica gel with EtOAc:hexa... Starting materials: COC(=O)CCCNc1ccc(OC)cc1, COc1ccc(N(C(=O)c2cccc(C(F)(F)F)c2)C(C)C(=O)O)cc1. Yields the product COC(=O)CCCN(C(=O)C(C)N(C(=O)c1cccc(C(F)(F)F)c1)c1ccc(OC)cc1)c1ccc(OC)cc1. Reaction SMILES: [CH3:27][O:28][c:29]1[cH:30][cH:31][c:32]([NH:35][CH2:36][CH2:37][CH2:38][C:39](=[O:40])[O:41][CH3:42])[cH:33][cH:34]1.[F:1][C:2]([c:3]1[cH:4][c:5]([C:6](=[O:7])[N:8]([c:9]2[cH:10][cH:11][c:12]([O:13][CH3:14])[cH:15][cH:16]2)[CH:17]([C:18](=[O:19])[OH:20])[CH3:21])[cH:22][cH:23][cH:24]1)([F:25])[F:26]>>[F:1][C:2]([c:3]1[cH:4][c:5]([C:6](=[O:7])[N:8]([c:9]2[cH:10][cH:11][c:12]([O:13][CH3:14])[cH:15][cH:16]2)[CH:17]([C:18](=[O:19])[N:35]([c:32]2[cH:31][cH:30][c:29]([O:28][CH3:27])[cH:34][cH:33]2)[CH2:36][CH2:37][CH2:38][C:39](=[O:40])[O:41][CH3:42])[CH3:21])[cH:22][cH:23][cH:24]1)([F:25])[F:26].